This data is from the Open Reaction Database (ORD), a public repository of structured organic reaction records. The task is: describe an organic reaction: reactants, conditions, products, and yield The reactants are C(C)(=O)NC1=CC=C(S(=O)(=O)Cl)C=C1 (N-acetylsulphanilyl chloride), NC1CCN(CC1)CCCC (4-amino-1-n-butyl piperidine), C([O-])(O)=O.[Na+] (sodium bicarbonate). The solvent is O (water), C(Cl)(Cl)Cl (chloroform). Reaction conditions: time 8 hour. Product: C(C)(=O)NC1=CC=C(C=C1)S(=O)(=O)NC1CCN(CC1)CCCC (4-Acetamido-N-(1-n-butyl-4-piperidyl)-benzenesulphonamide). RXN SMILES: [C:1]([NH:4][C:5]1[CH:14]=[CH:13][C:8]([S:9](Cl)(=[O:11])=[O:10])=[CH:7][CH:6]=1)(=[O:3])[CH3:2].[NH2:15][CH:16]1[CH2:21][CH2:20][N:19]([CH2:22][CH2:23][CH2:24][CH3:25])[CH2:18][CH2:17]1.C(=O)(O)[O-].[Na+]>O.C(Cl)(Cl)Cl>[C:1]([NH:4][C:5]1[CH:14]=[CH:13][C:8]([S:9]([NH:15][CH:16]2[CH2:21][CH2:20][N:19]([CH2:22][CH2:23][CH2:24][CH3:25])[CH2:18][CH2:17]2)(=[O:11])=[O:10])=[CH:7][CH:6]=1)(=[O:3])[CH3:2] |f:2.3|. Procedure: 7.0 Grams of N-acetylsulphanilyl chloride were added in portions to a stirred, ice cooled, mixture of 4.7 grams of 4-amino-1-n-butyl piperidine and 6.3 grams of sodium bicarbonate in 75 milliliters of water and 35 milliliters of chloroform. After stirring overnight at room temperature the mixture was filtered, washed with water, and dried to give 4.2 grams of the title compound. Melting Point 174°-175°C. The reactants are [Br-], O=C([O-])O, C[Mg+], CCOC(C)=O, CC#N, CC(C)=O, [Cl-], [O-][I+3]([O-])([O-])[O-], [NH4+], [Na+], [Na+], [Na+], [Na+], C=CCOC1CCC(n2c(=O)c(Cc3ccc(-c4ccccc4C#N)cc3)c(CCC)n3ncnc23)CC1, C1CCOC1, O, O=[Os], O=S([O-])([O-])=S. Yields the product CCCc1c(Cc2ccc(-c3ccccc3C#N)cc2)c(=O)n(C2CCC(OCC(C)=O)CC2)c2ncnn12. As a reaction SMILES: [Br-:45].[C:50](=[O:51])([O-:52])[OH:53].[CH3:46][Mg+:47].[CH3:62][CH2:63][O:64][C:65](=[O:66])[CH3:67].[CH3:74][C:75]#[N:76].[CH3:79][C:80](=[O:81])[CH3:82].[Cl-:48].[I+3:39]([O-:40])([O-:41])([O-:42])[O-:43].[NH4+:49].[Na+:44].[Na+:54].[Na+:60].[Na+:61].[O:1]=[c:2]1[n:3]([CH:29]2[CH2:30][CH2:31][CH:32]([O:35][CH2:36][CH:37]=[CH2:38])[CH2:33][CH2:34]2)[c:4]2[n:5]([c:6]([CH2:23][CH2:24][CH3:25])[c:7]1[CH2:8][c:9]1[cH:10][cH:11][c:12](-[c:15]3[c:16]([C:21]#[N:22])[cH:17][cH:18][cH:19][cH:20]3)[cH:13][cH:14]1)[n:26][cH:27][n:28]2.[O:69]1[CH2:70][CH2:71][CH2:72][CH2:73]1.[OH2:68].[Os:77]=[O:78].[S:55]([O-:56])([O-:57])(=[O:58])=[S:59]>>[O:1]=[c:2]1[n:3]([CH:29]2[CH2:30][CH2:31][CH:32]([O:35][CH2:36][C:37]([CH3:38])=[O:40])[CH2:33][CH2:34]2)[c:4]2[n:5]([c:6]([CH2:23][CH2:24][CH3:25])[c:7]1[CH2:8][c:9]1[cH:10][cH:11][c:12](-[c:15]3[c:16]([C:21]#[N:22])[cH:17][cH:18][cH:19][cH:20]3)[cH:13][cH:14]1)[n:26][cH:27][n:28]2.